This data is from the Open Reaction Database (ORD), a public repository of structured organic reaction records. The task is: describe an organic reaction: reactants, conditions, products, and yield Reactants: CC[C@H](C)C(=O)O[C@H]1C[C@H](C=C2[C@H]1[C@H]([C@H](C=C2)C)CC[C@@H]3C[C@H](CC(=O)O3)O)C (lovastatin), solution, C(C)N (ethylamine), O1CCCC1 (tetrahydrofuran). The solvent is C(C)(=O)OCC (ethyl acetate). Run at temperature 70 celsius. Yields the product CC[C@H](C)C(=O)O[C@H]1C[C@H](C=C2[C@H]1[C@H]([C@H](C=C2)C)CC[C@@H]3C[C@H](CC(=O)O3)O)C.C(C)[NH-] (lovastatin ethylamide). As a reaction SMILES: [CH3:1][CH2:2][C@@H:3]([C:5]([O:7][C@@H:8]1[C@@H:13]2[C@@H:14]([CH2:19][CH2:20][C@H:21]3[O:27][C:25](=[O:26])[CH2:24][C@H:23]([OH:28])[CH2:22]3)[C@@H:15]([CH3:18])[CH:16]=[CH:17][C:12]2=[CH:11][C@H:10]([CH3:29])[CH2:9]1)=[O:6])[CH3:4].[CH2:30]([NH2:32])[CH3:31].O1CCCC1>C(OCC)(=O)C>[CH3:1][CH2:2][C@@H:3]([C:5]([O:7][C@@H:8]1[C@@H:13]2[C@@H:14]([CH2:19][CH2:20][C@H:21]3[O:27][C:25](=[O:26])[CH2:24][C@H:23]([OH:28])[CH2:22]3)[C@@H:15]([CH3:18])[CH:16]=[CH:17][C:12]2=[CH:11][C@H:10]([CH3:29])[CH2:9]1)=[O:6])[CH3:4].[CH2:30]([NH-:32])[CH3:31] |f:4.5|. Procedure: A mixture of lovastatin (5.0 g, 0.012 mol) and 2N solution of ethylamine in tetrahydrofuran (37 ml, 0.074 mol) was heated to gentle reflux at 70° C. for 10 hours. The solution was cooled to ambient temperature and ethyl acetate (100 ml) was added; the mixture was washed with 2N hydrochloric acid (3×50 ml). The combined aqueous layers were washed with ethyl acetate (100 ml) and the combined organic layers with water (2×100 ml). The organic layer was dried over sodium sulphate, filtered and evapor... Reactants: O=C1c2ccccc2C(=O)N1CBr, C1CCOC1, CN(C)C1(c2ccccc2)CCC(=O)CC1. Yields the product CN(C)C1(c2ccccc2)CCC(=O)C(CN2C(=O)c3ccccc3C2=O)C1. As a reaction SMILES: [Br:17][CH2:18][N:19]1[C:20](=[O:29])[c:21]2[c:22]([cH:25][cH:26][cH:27][cH:28]2)[C:23]1=[O:24].[CH2:30]1[O:31][CH2:32][CH2:33][CH2:34]1.[CH3:1][N:2]([C:3]1([c:10]2[cH:11][cH:12][cH:13][cH:14][cH:15]2)[CH2:4][CH2:5][C:6](=[O:9])[CH2:7][CH2:8]1)[CH3:16]>>[CH3:1][N:2]([C:3]1([c:10]2[cH:11][cH:12][cH:13][cH:14][cH:15]2)[CH2:4][CH2:5][C:6](=[O:9])[CH:7]([CH2:18][N:19]2[C:20](=[O:29])[c:21]3[c:22]([cH:25][cH:26][cH:27][cH:28]3)[C:23]2=[O:24])[CH2:8]1)[CH3:16].